This data is from the Open Reaction Database (ORD), a public repository of structured organic reaction records. The task is: describe an organic reaction: reactants, conditions, products, and yield Reaction SMILES: C[O:2][C:3](=[O:38])[C:4]([N:7]1[CH2:12][CH2:11][CH:10]([S:13][C:14]2[C:15]([F:37])=[CH:16][C:17]3[O:26][CH2:25][CH2:24][N:23]4[C:19](=[N:20][C:21]([C:27]5[N:28]([CH:33]([CH3:35])[CH3:34])[N:29]=[C:30]([CH3:32])[N:31]=5)=[CH:22]4)[C:18]=3[CH:36]=2)[CH2:9][CH2:8]1)([CH3:6])[CH3:5].[OH-].[Na+]>CO.O>[F:37][C:15]1[C:14]([S:13][CH:10]2[CH2:11][CH2:12][N:7]([C:4]([CH3:6])([CH3:5])[C:3]([OH:38])=[O:2])[CH2:8][CH2:9]2)=[CH:36][C:18]2[C:19]3[N:23]([CH2:24][CH2:25][O:26][C:17]=2[CH:16]=1)[CH:22]=[C:21]([C:27]1[N:28]([CH:33]([CH3:35])[CH3:34])[N:29]=[C:30]([CH3:32])[N:31]=1)[N:20]=3 |f:1.2|. Run in CO (MeOH), O (water). Yields the product FC1=CC2=C(C3=NC(=CN3CCO2)C=2N(N=C(N2)C)C(C)C)C=C1SC1CCN(CC1)C(C(=O)O)(C)C (2-{4-[8-Fluoro-2-(2-isopropyl-5-methyl-2H-[1,2,4]triazol-3-yl)-4,5-dihydro-6-oxa-1,3a-diazabenzo[e]azulen-9-ylsulfanyl]piperidin-1-yl}-2-methylpropionic acid). Run at temperature 100 celsius. Starting materials: COC(C(C)(C)N1CCC(CC1)SC=1C(=CC2=C(C3=NC(=CN3CCO2)C=2N(N=C(N2)C)C(C)C)C1)F)=O (2-{4-[8-fluoro-2-(2-isopropyl-5-methyl-2H-[1,2,4]triazol-3-yl)-4,5-dihydro-6-oxa-1,3a-diazabenzo[e]azulen-9-ylsulfanyl]piperidin-1-yl}-2-methylpropionic acid methyl ester), [OH-].[Na+] (NaOH). Procedure details: To a solution of 2-{4-[8-fluoro-2-(2-isopropyl-5-methyl-2H-[1,2,4]triazol-3-yl)-4,5-dihydro-6-oxa-1,3a-diazabenzo[e]azulen-9-ylsulfanyl]piperidin-1-yl}-2-methylpropionic acid methyl ester (0.394 mmol) in MeOH (3 mL) was added 2.0M NaOH in water (1 mL). The reaction mixture was heated at 100° C. for 1 h using microwave irradiation. The crude mixture was purified by column chromatography (C18, gradient 20-60% MeOH in 0.003M HCl/H2O) then loaded onto an Isolute® SCX-2 cartridge which was washed wit... The reactants are CNC1=CC=CC(CO)(NC)C1, O. The product is CNC1=CC=CC(C=O)(NC)C1. As a reaction SMILES: [CH3:1][NH:2][C:3]1([CH2:4][OH:5])[CH2:6][C:7]([NH:11][CH3:12])=[CH:8][CH:9]=[CH:10]1.[OH2:13]>>[CH3:1][NH:2][C:3]1([CH:4]=[O:5])[CH2:6][C:7]([NH:11][CH3:12])=[CH:8][CH:9]=[CH:10]1. Starting materials: C(C)(C)(C)OC(=O)N1CCC(CC1)OC=1C=NC(=CC1)Cl (tert-butyl-4-((6-chloropyridin-3-yl)oxy)piperidine-1-carboxy late), C(C)S(=O)(=O)C=1C=C2C=CNC2=CC1 (5-(ethylsulfonyl)-1H-indole). The product is C(C)(C)(C)OC(=O)N1CCC(CC1)OC=1C=NC(=CC1)N1C=CC2=CC(=CC=C12)S(=O)(=O)CC (tert-Butyl-4-((6-(5-(ethylsulfonyl)-1H-indol-1-yl)pyridin-3-yl)oxy)piperidine-1-carboxylate). Reaction SMILES: [C:1]([O:5][C:6]([N:8]1[CH2:13][CH2:12][CH:11]([O:14][C:15]2[CH:16]=[N:17][C:18](Cl)=[CH:19][CH:20]=2)[CH2:10][CH2:9]1)=[O:7])([CH3:4])([CH3:3])[CH3:2].[CH2:22]([S:24]([C:27]1[CH:28]=[C:29]2[C:33](=[CH:34][CH:35]=1)[NH:32][CH:31]=[CH:30]2)(=[O:26])=[O:25])[CH3:23]>>[C:1]([O:5][C:6]([N:8]1[CH2:13][CH2:12][CH:11]([O:14][C:15]2[CH:16]=[N:17][C:18]([N:32]3[C:33]4[C:29](=[CH:28][C:27]([S:24]([CH2:22][CH3:23])(=[O:26])=[O:25])=[CH:35][CH:34]=4)[CH:30]=[CH:31]3)=[CH:19][CH:20]=2)[CH2:10][CH2:9]1)=[O:7])([CH3:4])([CH3:3])[CH3:2]. Reported procedure: The title compound was prepared by following the similar procedure as described in Example-1 by using tert-butyl-4-((6-chloropyridin-3-yl)oxy)piperidine-1-carboxy late (intermediate-6) and 5-(ethylsulfonyl)-1H-indole (intermediate-81). The reactants are [Si](C)(C)(C(C)(C)C)O[C@H]1C[C@@H](CC2=CC=C3[C@@H]4CC[C@@H]([C@@]4(C)CC[C@@H]3[C@@]12C)COCCCC(CC)(O[Si](CC)(CC)CC)CC)O[Si](C)(C)C(C)(C)C (1α,3β-bis(tert-butyldimethylsilyloxy)-17β-{4-ethyl-4-(triethylsilyloxy)hexyloxymethyl}androsta-5,7-diene), O1CCCC1.[F-].C(CCC)[N+](CCCC)(CCCC)CCCC (tetra-n-butylammonium fluoride tetrahydrofuran). Solvent: C(C)(=O)OCC (ethyl acetate). Yields the product O[C@H]1C[C@@H](CC2=CC=C3[C@@H]4CC[C@@H]([C@@]4(C)CC[C@@H]3[C@@]12C)COCCCC(CC)(O)CC)O (1α,3β-dihydroxy-17β-(4-ethyl-4-hydroxyhexyloxymethyl)androsta-5,7-diene). Isolated yield 98.2%. RXN SMILES: [Si]([O:8][C@@H:9]1[C@@:26]2([CH3:27])[C:13](=[CH:14][CH:15]=[C:16]3[C@@H:25]2[CH2:24][CH2:23][C@@:21]2([CH3:22])[C@H:17]3[CH2:18][CH2:19][C@@H:20]2[CH2:28][O:29][CH2:30][CH2:31][CH2:32][C:33]([CH2:44][CH3:45])([O:36][Si](CC)(CC)CC)[CH2:34][CH3:35])[CH2:12][C@@H:11]([O:46][Si](C(C)(C)C)(C)C)[CH2:10]1)(C(C)(C)C)(C)C.O1CCCC1.[F-].C([N+](CCCC)(CCCC)CCCC)CCC>C(OCC)(=O)C>[OH:8][C@@H:9]1[C@@:26]2([CH3:27])[C:13](=[CH:14][CH:15]=[C:16]3[C@@H:25]2[CH2:24][CH2:23][C@@:21]2([CH3:22])[C@H:17]3[CH2:18][CH2:19][C@@H:20]2[CH2:28][O:29][CH2:30][CH2:31][CH2:32][C:33]([CH2:34][CH3:35])([OH:36])[CH2:44][CH3:45])[CH2:12][C@@H:11]([OH:46])[CH2:10]1 |f:1.2.3|. Procedure: To 1α,3β-bis(tert-butyldimethylsilyloxy)-17β-{4-ethyl-4-(triethylsilyloxy)hexyloxymethyl}androsta-5,7-diene (180 mg), was added a 1M tetra-n-butylammonium fluoride tetrahydrofuran solution (6 ml), followed by reflux under heating for 5 hours. After adding ethyl acetate, the mixture was washed with saturated brine, a saturated aqueous sodium bicarbonate solution and then saturated brine. The organic layer was dried over anhydrous magnesium sulfate, evaporated under reduced pressure to remove the ... RXN SMILES: C(O)=O.[NH2:4][CH2:5][CH2:6][C:7]1[CH:31]=[CH:30][C:10]([NH:11][CH:12]2[CH2:17][CH2:16][N:15]([C:18]([NH:20][CH2:21][C:22]3[CH:27]=[C:26]([F:28])[CH:25]=[CH:24][C:23]=3[F:29])=[O:19])[CH2:14][CH2:13]2)=[CH:9][CH:8]=1.C([Si]([O:49][C:50]1[CH:55]=[CH:54][C:53]([O:56][CH2:57][CH:58]2[CH2:60][O:59]2)=[CH:52][CH:51]=1)(C1C=CC=CC=1)C1C=CC=CC=1)(C)(C)C>C(Cl)(Cl)Cl.CO>[F:29][C:23]1[CH:24]=[CH:25][C:26]([F:28])=[CH:27][C:22]=1[CH2:21][NH:20][C:18]([N:15]1[CH2:16][CH2:17][CH:12]([NH:11][C:10]2[CH:9]=[CH:8][C:7]([CH2:6][CH2:5][NH:4][CH2:60][C@H:58]([OH:59])[CH2:57][O:56][C:53]3[CH:54]=[CH:55][C:50]([OH:49])=[CH:51][CH:52]=3)=[CH:31][CH:30]=2)[CH2:13][CH2:14]1)=[O:19] |f:0.1,3.4|. The reactants are C(=O)O.NCCC1=CC=C(NC2CCN(CC2)C(=O)NCC2=C(C=CC(=C2)F)F)C=C1 (4-[4-(2-Aminoethyl)anilino]-N-(2,5-difluorobenzyl)-1-piperidinecarboxamide formate), C(C)(C)(C)[Si](C1=CC=CC=C1)(C1=CC=CC=C1)OC1=CC=C(C=C1)OCC1OC1 (tert-butyl-(4-oxiranylmethoxy-phenoxy)-diphenyl-silane). Yields the product FC1=C(CNC(=O)N2CCC(CC2)NC2=CC=C(C=C2)CCNC[C@@H](COC2=CC=C(C=C2)O)O)C=C(C=C1)F (4-(4-[2-[(2S)-2-Hydroxy-3-(4-hydroxy-phenoxy)-propylamino]-ethyl}-phenylamino)-piperidine-1-carboxylic acid 2,5-difluoro-benzylamide). Solvent: C(Cl)(Cl)Cl.CO (chloroform methanol). Reported procedure: 4-[4-(2-Aminoethyl)anilino]-N-(2,5-difluorobenzyl)-1-piperidinecarboxamide formate (0.50 g, 1.15 mmol) was reacted with tert-butyl-(4-oxiranylmethoxy-phenoxy)-diphenyl-silane (0.465 g, 1.15 mmol) according to Procedure G (eluant: 20:1 chloroform-methanol) to give the title compound (0.238 g, 0.29 mmol). The yield is 25.2%. Reactants: CC1=CC=C(C=C1)S(=O)(=O)OCCC#C (but-3-ynyl 4-methylbenzenesulfonate), CN1CCNCC1 (N-methyl piperazine), C(=O)(O)[O-].[Na+] (NaHCO3). The solvent is ClCCCl (1,2-dichloroethane). Reaction conditions: temperature 70 celsius. The product is C(CC#C)N1CCN(CC1)C (1-(but-3-ynyl)-4-methylpiperazine). As a reaction SMILES: CC1C=CC(S(O[CH2:12][CH2:13][C:14]#[CH:15])(=O)=O)=CC=1.[CH3:16][N:17]1[CH2:22][CH2:21][NH:20][CH2:19][CH2:18]1.C([O-])(O)=O.[Na+]>ClCCCl>[CH2:12]([N:20]1[CH2:21][CH2:22][N:17]([CH3:16])[CH2:18][CH2:19]1)[CH2:13][C:14]#[CH:15] |f:2.3|. Procedure: A mixture of but-3-ynyl 4-methylbenzenesulfonate (972 mg) and N-methyl piperazine (482 μL) was heated to 80 C for 4.5 h, diluted with 1,2-dichloroethane (5 mL) and heated to 70° C. for 18 h. Saturated aq. NaHCO3 was added (10 mL) and the mixture was extracted with DCM (3×40 mL), and concentrated to afford 0.70 g of 1-(but-3-ynyl)-4-methylpiperazine as a 3:2 mixture of tosylate salt and free base. The reactants are C1(=CC(=CC=C1)S(=O)(=O)Cl)S(=O)(=O)Cl (m-benzenedisulfonyl chloride), ferric chloride, C1(=CC=CC=C1)OC1=CC=CC=C1 (diphenyl ether), C(C)OCC (ethyl ether). Conditions: temperature 170 celsius, time 24 hour. Yields the product O(C1=CC=CC=C1)C1=CC=C(C=C1)S(=O)(=O)C1=CC(=CC=C1)S(=O)(=O)C1=CC=C(C=C1)OC1=CC=CC=C1 (1,3-Bis(p-phenoxybenzenesulfonyl)benzene). Reaction SMILES: [C:1]1([S:11](Cl)(=[O:13])=[O:12])[CH:6]=[CH:5][CH:4]=[C:3]([S:7](Cl)(=[O:9])=[O:8])[CH:2]=1.[CH2:15]([O:17][CH2:18][CH3:19])[CH3:16].[C:20]1([O:26][C:27]2[CH:32]=[CH:31][CH:30]=[CH:29][CH:28]=2)[CH:25]=[CH:24][CH:23]=[CH:22][CH:21]=1>>[O:17]([C:18]1[CH:29]=[CH:28][C:27]([S:11]([C:1]2[CH:6]=[CH:5][CH:4]=[C:3]([S:7]([C:30]3[CH:29]=[CH:28][C:27]([O:26][C:20]4[CH:21]=[CH:22][CH:23]=[CH:24][CH:25]=4)=[CH:32][CH:31]=3)(=[O:9])=[O:8])[CH:2]=2)(=[O:13])=[O:12])=[CH:32][CH:19]=1)[C:15]1[CH:22]=[CH:21][CH:20]=[CH:25][CH:16]=1. Procedure: To a solution of 137.0 grams (0.498 mole) of m-benzenedisulfonyl chloride in 170 grams of diphenyl ether was added 1.0 gram of ferric chloride. The reaction was stirred at 170° C for 24 hours. After the reaction had cooled to room temperature, ethyl ether was added and the mixture was filtered and washed with water. The ether layer was separated, filtered, and dried over Na2SO4. Evaporation of the ether and distillation of diphenyl ether under reduced pressure afforded a crude solid. The crude p... Solvent: C(Cl)(Cl)Cl (chloroform). RXN SMILES: N#CBr.C[N:5]1[CH2:18][C:17]2[C:12](=[CH:13][CH:14]=[CH:15][CH:16]=2)[C@@H:11]2[C@@H:6]1[CH2:7][C:8]1[C:9]3[C:22]([NH:23][CH:24]=1)=[CH:21][CH:20]=[CH:19][C:10]=32.C(=O)([O-])[O-].[K+].[K+]>C(Cl)(Cl)Cl>[CH:19]1[C:10]2[C@H:11]3[C@H:6]([CH2:7][C:8]4[C:9]=2[C:22]([NH:23][CH:24]=4)=[CH:21][CH:20]=1)[NH:5][CH2:18][C:17]1[C:12]3=[CH:13][CH:14]=[CH:15][CH:16]=1 |f:2.3.4|. Yields the product C1=CC=C2NC=C3C2=C1[C@@H]1C2=CC=CC=C2CN[C@H]1C3 (trans-4,6,6a,7,8,12b-hexahydroindolo[4,3-ab]phenanthridine). Procedure details: 38.6 g of cyanogen bromide are dissolved in 400 ml of chloroform. 20 g of trans-4,6,6a,7,8,12b-hexahydro-7-methylindolo[4,3-ab]phenanthridine are added to the solution whilst stirring, followed by 10 g of potassium carbonate. The resultant suspension is stirred overnight at room temperature, then filtered and the filtrate concentrated. The residue of evaporation is dissolved whilst heating in 400 ml of concentrated acetic acid, and then 55 ml of water, followed by 47.5 g of zinc powder, are adde... The reactants are resultant suspension, N#CBr (cyanogen bromide), C([O-])([O-])=O.[K+].[K+] (potassium carbonate), CN1[C@H]2CC=3C4=C([C@@H]2C2=CC=CC=C2C1)C=CC=C4NC3 (trans-4,6,6a,7,8,12b-hexahydro-7-methylindolo[4,3-ab]phenanthridine).